Dataset: the Open Reaction Database (ORD), a public repository of structured organic reaction records. Task: describe an organic reaction: reactants, conditions, products, and yield Starting materials: C1=C(C=CC2=CC=CC=C12)C(CN1C=NC=C1)O (1-[2-(2-naphthyl)-2-hydroxyethyl]imidazole), ClC1=CC=C(C=C1)O (p-chlorophenol), N(=NC(=O)OCC)C(=O)OCC (diethyl azodicarboxylate), C1(=CC=CC=C1)P(C1=CC=CC=C1)C1=CC=CC=C1 (triphenylphosphine). The solvent is O1CCCC1 (tetrahydrofuran). Run at time 8 hour. Yields the product Cl.C1=C(C=CC2=CC=CC=C12)C(CN1C=NC=C1)OC1=CC=C(C=C1)Cl (1[2-(2-naphthyl)-2-(4-chlorophenoxy)ethyl]imidazole hydrochloride). Reaction SMILES: [CH:1]1[C:10]2[C:5](=[CH:6][CH:7]=[CH:8][CH:9]=2)[CH:4]=[CH:3][C:2]=1[CH:11]([OH:18])[CH2:12][N:13]1[CH:17]=[CH:16][N:15]=[CH:14]1.[Cl:19][C:20]1[CH:25]=[CH:24][C:23](O)=[CH:22][CH:21]=1.N(C(OCC)=O)=NC(OCC)=O.C1(P(C2C=CC=CC=2)C2C=CC=CC=2)C=CC=CC=1>O1CCCC1>[ClH:19].[CH:1]1[C:10]2[C:5](=[CH:6][CH:7]=[CH:8][CH:9]=2)[CH:4]=[CH:3][C:2]=1[CH:11]([O:18][C:23]1[CH:24]=[CH:25][C:20]([Cl:19])=[CH:21][CH:22]=1)[CH2:12][N:13]1[CH:17]=[CH:16][N:15]=[CH:14]1 |f:5.6|. Procedure details: To a mixture of 1.00 g of 1-[2-(2-naphthyl)-2-hydroxyethyl]imidazole, 0.81 g of p-chlorophenol and 0.92 g of diethyl azodicarboxylate in 20 ml. of dry tetrahydrofuran at room temperature was added 1.65 g of triphenylphosphine (with stirring). The resulting yellow solution was stirred overnight, the solvent evaporated and the residual oil dissolved in ether. The hydrochloride salt of the product was precipitated as a gum by dropwise addition of ethereal hydrogen chloride, and crystallized from et... The reactants are C1CCOC1, C1CCOC1, [Cl-], O=C(Cl)C(=O)Cl, ClCCl, ClCCl, Cc1ccc(C(=O)O)cc1N=[N+]=[N-], COc1c(N)cc(C(C)(C)COC(C)=O)cc1NS(C)(=O)=O, CN(C)C=O, Cc1cccc(C)n1. Product: COc1c(NC(=O)c2ccc(C)c(N=[N+]=[N-])c2)cc(C(C)(C)COC(C)=O)cc1NS(C)(=O)=O. As a reaction SMILES: [CH2:54]1[O:55][CH2:56][CH2:57][CH2:58]1.[CH2:59]1[O:60][CH2:61][CH2:62][CH2:63]1.[Cl-:20].[Cl:1][C:2]([C:3]([Cl:4])=[O:5])=[O:6].[Cl:51][CH2:52][Cl:53].[Cl:64][CH2:65][Cl:66].[N:7](=[N+:8]=[N-:9])[c:10]1[cH:11][c:12]([C:13](=[O:14])[OH:15])[cH:16][cH:17][c:18]1[CH3:19].[NH2:21][c:22]1[cH:23][c:24]([C:35]([CH2:36][O:37][C:38]([CH3:39])=[O:40])([CH3:41])[CH3:42])[cH:25][c:26]([NH:30][S:31](=[O:32])(=[O:33])[CH3:34])[c:27]1[O:28][CH3:29].[O:67]=[CH:68][N:69]([CH3:70])[CH3:71].[n:43]1[c:44]([CH3:45])[cH:46][cH:47][cH:48][c:49]1[CH3:50]>>[N:7](=[N+:8]=[N-:9])[c:10]1[cH:11][c:12]([C:13](=[O:15])[NH:21][c:22]2[cH:23][c:24]([C:35]([CH2:36][O:37][C:38]([CH3:39])=[O:40])([CH3:41])[CH3:42])[cH:25][c:26]([NH:30][S:31](=[O:32])(=[O:33])[CH3:34])[c:27]2[O:28][CH3:29])[cH:16][cH:17][c:18]1[CH3:19]. The reactants are [Al+3], CC(=O)N1CCC(c2cc3ccccc3o2)CC1, [H-], [H-], [H-], [H-], [Li+], C1CCOC1. Product: CCN1CCC(c2cc3ccccc3o2)CC1. As a reaction SMILES: [Al+3:20].[C:1]([CH3:2])(=[O:3])[N:4]1[CH2:5][CH2:6][CH:7]([c:10]2[o:11][c:12]3[c:13]([cH:14]2)[cH:15][cH:16][cH:17][cH:18]3)[CH2:8][CH2:9]1.[H-:19].[H-:22].[H-:23].[H-:24].[Li+:21].[O:25]1[CH2:26][CH2:27][CH2:28][CH2:29]1>>[CH2:1]([CH3:2])[N:4]1[CH2:5][CH2:6][CH:7]([c:10]2[o:11][c:12]3[c:13]([cH:14]2)[cH:15][cH:16][cH:17][cH:18]3)[CH2:8][CH2:9]1. Reactants: [OH-].[Na+] (Sodium hydroxide), FC1=C(C(=O)OC2=CC(=CC=C2)F)C=CC=C1 (m-fluorophenyl o-fluorobenzoate). Run in CO (methanol). The product is FC1=C(C(=O)O)C=CC=C1 (o-fluorobenzoic acid), FC=1C=C(C=CC1)O (m-fluorophenol). Isolated yield 100.0%. Reaction SMILES: [OH-].[Na+].[F:3][C:4]1[CH:19]=[CH:18][CH:17]=[CH:16][C:5]=1[C:6]([O:8][C:9]1[CH:14]=[CH:13][CH:12]=[C:11]([F:15])[CH:10]=1)=[O:7]>CO>[F:3][C:4]1[CH:19]=[CH:18][CH:17]=[CH:16][C:5]=1[C:6]([OH:8])=[O:7].[F:15][C:11]1[CH:10]=[C:9]([OH:8])[CH:14]=[CH:13][CH:12]=1 |f:0.1|. Reported procedure: Sodium hydroxide (0.109 g) was dissolved in 2 ml of methanol in a 10-ml Kjeldahl flask fitted with a reflux condenser, after which 0.234 g of m-fluorophenyl o-fluorobenzoate was added, and the mixture was heated under reflux for 60 minutes. After cooling, the experiment was operated as in Referential Example 4 to confirm that the reaction mixture contained 140 mg (yield 100%) of o-fluorobenzoic acid and 112 mg (yield 100%) of m-fluorophenol. Reaction SMILES: [CH2:51]1[O:52][CH2:53][CH2:54][CH2:55]1.[CH3:22][N+:23]1([O-:24])[CH2:25][CH2:27][O:26][CH2:28][CH2:29]1.[CH3:41][C:42](=[O:43])[CH3:44].[CH3:45][C:46]([OH:47])([CH3:48])[CH3:49].[F:1][c:2]1[cH:3][cH:4][c:5]([CH:8]([CH2:9][N:10]([C:11]([O:12][C:13]([CH3:14])([CH3:15])[CH3:16])=[O:17])[CH3:18])[CH2:19][CH:20]=[CH2:21])[cH:6][cH:7]1.[I+3:35]([O-:36])([O-:37])([O-:38])[O-:39].[Na+:34].[Na+:40].[O:56]=[Os:57](=[O:58])(=[O:59])=[O:60].[OH2:50].[S:30](=[O:31])([OH:32])[O-:33]>>[F:1][c:2]1[cH:3][cH:4][c:5]([CH:8]([CH2:9][N:10]([C:11]([O:12][C:13]([CH3:14])([CH3:15])[CH3:16])=[O:17])[CH3:18])[CH2:19][CH:20]=[O:26])[cH:6][cH:7]1. Starting materials: C1CCOC1, C[N+]1([O-])CCOCC1, CC(C)=O, CC(C)(C)O, C=CCC(CN(C)C(=O)OC(C)(C)C)c1ccc(F)cc1, [O-][I+3]([O-])([O-])[O-], [Na+], [Na+], O=[Os](=O)(=O)=O, O, O=S([O-])O. Yields the product CN(CC(CC=O)c1ccc(F)cc1)C(=O)OC(C)(C)C.